From a dataset of the Open Reaction Database (ORD), a public repository of structured organic reaction records. describe an organic reaction: reactants, conditions, products, and yield Procedure: A solution of 2,6-Dichloro-4-methylpyridine (Chem. Mater., 2004, 16, 1564-1572, 30 g, 0.185 mol) in ammonium hydroxide (200 mL, 25% solution in water) was heated at 200° C. in a pressure vessel for 10 h. The reaction mixture was then concentrated under reduced pressure. The brown solid obtained was suspended in DCM for 30 min at 25-26° C. and filtered. Filtrate was concentrated under reduced pressure. Purification of the crude thus obtained by flash chromatography (20% ethyl acetate in pet ether... Reactants: ClC1=NC(=CC(=C1)C)Cl (2,6-Dichloro-4-methylpyridine), [OH-].[NH4+] (ammonium hydroxide). Yields the product ClC1=CC(=CC(=N1)N)C (6-Chloro-4-methylpyridin-2-amine). Yield: 51.0%. As a reaction SMILES: [Cl:1][C:2]1[CH:7]=[C:6]([CH3:8])[CH:5]=[C:4](Cl)[N:3]=1.[OH-].[NH4+:11]>C(Cl)Cl>[Cl:1][C:2]1[N:3]=[C:4]([NH2:11])[CH:5]=[C:6]([CH3:8])[CH:7]=1 |f:1.2|. Run in C(Cl)Cl (DCM). Starting materials: C1CCOC1, COC(=O)c1cc(Br)ccc1CCc1cccc(OC)c1C, CO, [K+], [OH-], O. Yields the product COc1cccc(CCc2ccc(Br)cc2C(=O)O)c1C. As a reaction SMILES: [CH2:28]1[O:29][CH2:30][CH2:31][CH2:32]1.[CH3:1][O:2][C:3]([c:4]1[c:5]([CH2:11][CH2:12][c:13]2[c:14]([CH3:21])[c:15]([O:19][CH3:20])[cH:16][cH:17][cH:18]2)[cH:6][cH:7][c:8]([Br:10])[cH:9]1)=[O:22].[CH3:26][OH:27].[K+:24].[OH-:23].[OH2:25]>>[O:2]=[C:3]([c:4]1[c:5]([CH2:11][CH2:12][c:13]2[c:14]([CH3:21])[c:15]([O:19][CH3:20])[cH:16][cH:17][cH:18]2)[cH:6][cH:7][c:8]([Br:10])[cH:9]1)[OH:22]. Run at time 3 hour. As a reaction SMILES: Br[C:2]1[CH:7]=[CH:6][C:5]([N+:8]([O-:10])=[O:9])=[CH:4][C:3]=1[CH2:11][CH2:12][O:13][CH3:14].C([O-])([O-])=O.[Cs+].[Cs+].[CH2:21]([SH:28])[C:22]1[CH:27]=[CH:26][CH:25]=[CH:24][CH:23]=1.O>CN(C=O)C>[CH2:21]([S:28][C:2]1[CH:7]=[CH:6][C:5]([N+:8]([O-:10])=[O:9])=[CH:4][C:3]=1[CH2:11][CH2:12][O:13][CH3:14])[C:22]1[CH:27]=[CH:26][CH:25]=[CH:24][CH:23]=1 |f:1.2.3|. Yields the product C(C1=CC=CC=C1)SC1=C(C=C(C=C1)[N+](=O)[O-])CCOC (benzyl(2-(2-methoxyethyl)-4-nitrophenyl)sulfane). The yield is 87.9%. Solvent: CN(C)C=O (DMF). Procedure details: To a solution of 1-bromo-2-(2-methoxyethyl)-4-nitrobenzene (7.8 g, 30 mmol) and Cs2CO3 (14.66 g, 45 mmol) in DMF (100 mL) was added BnSH (4.1 g, 33 mmol) slowly, followed by stirring at room temperature for three hours. Water was added, the precipitate was filtered, washed by water and petroleum to give benzyl(2-(2-methoxyethyl)-4-nitrophenyl)sulfane (8 g, yield 88%). 1H NMR: 400 MHz CDCl3 δ 8.05 (s, 1H), 8.01-7.98 (m, 1H), 7.38-7.28 (m, 6H), 4.23 (s, 2H), 3.64-3.61 (m, 2H), 3.34 (s, 3H), 3.03-2... The reactants are O (Water), BrC1=C(C=C(C=C1)[N+](=O)[O-])CCOC (1-bromo-2-(2-methoxyethyl)-4-nitrobenzene), C(=O)([O-])[O-].[Cs+].[Cs+] (Cs2CO3), C(C1=CC=CC=C1)S (BnSH). The reactants are CC1(OC(CC1=NO)(CC)COCC1=CC=CC=C1)C (2,2-Dimethyl-3-hydroxyimino-5-benzyloxymethyl-5-ethyloxolane), [H-].[Al+3].[Li+].[H-].[H-].[H-] (lithium aluminium hydride), O (water), O (water), solution, [H-].[Al+3].[Li+].[H-].[H-].[H-] (lithium aluminium hydride), [OH-].[Na+] (sodium hydroxide). The solvent is C(C)OCC (diethyl ether), C(C)OCC (diethyl ether). Conditions: time 1 hour. Yields the product CC1(OC(CC1N)(CC)COCC1=CC=CC=C1)C (2,2-Dimethyl-3-amino-5-benzyloxymethyl-5-ethyl oxolane). As a reaction SMILES: [CH3:1][C:2]1([CH3:20])[C:6](=[N:7]O)[CH2:5][C:4]([CH2:11][O:12][CH2:13][C:14]2[CH:19]=[CH:18][CH:17]=[CH:16][CH:15]=2)([CH2:9][CH3:10])[O:3]1.[H-].[Al+3].[Li+].[H-].[H-].[H-].O.[OH-].[Na+]>C(OCC)C>[CH3:20][C:2]1([CH3:1])[CH:6]([NH2:7])[CH2:5][C:4]([CH2:11][O:12][CH2:13][C:14]2[CH:19]=[CH:18][CH:17]=[CH:16][CH:15]=2)([CH2:9][CH3:10])[O:3]1 |f:1.2.3.4.5.6,8.9|. Reported procedure: 1.9 g of the hydroxyimino compound of Example 7 in 5 ml of diethyl ether was added to 260 mg of lithium aluminium hydride in 25 ml of diethyl ether, and the resulting mixture was stirred at reflux temperature for 2 hours. A further 100 mg of lithium aluminium hydride was added and stirring at reflux temperature was continued for 1 hour. 0.36 ml of water was then added to the reaction mixture, followed by 0.36 ml of 15% solution of sodium hydroxide and a further 1.08 ml of water. The mixture was ...